Dataset: the Open Reaction Database (ORD), a public repository of structured organic reaction records. Task: describe an organic reaction: reactants, conditions, products, and yield The reactants are COC(=O)NN, CC(=O)O, CCO, O=Cc1ccc(Oc2ccc(F)cc2)cc1, O. Product: COC(=O)NN=Cc1ccc(Oc2ccc(F)cc2)cc1. Reaction SMILES: [C:17](=[O:18])([O:19][CH3:20])[NH:21][NH2:22].[C:23]([OH:24])(=[O:25])[CH3:26].[CH3:27][CH2:28][OH:29].[F:1][c:2]1[cH:3][cH:4][c:5]([O:6][c:7]2[cH:8][cH:9][c:10]([CH:11]=[O:12])[cH:13][cH:14]2)[cH:15][cH:16]1.[OH2:30]>>[F:1][c:2]1[cH:3][cH:4][c:5]([O:6][c:7]2[cH:8][cH:9][c:10]([CH:11]=[N:22][NH:21][C:17](=[O:18])[O:19][CH3:20])[cH:13][cH:14]2)[cH:15][cH:16]1. Procedure: To a solution of methyl 3-methylfuran-2-carboxylate (5.6 g) in chloroform (40 mL) was added dropwise bromine (2.3 mL) at 0° C. and, after the completion of the dropwise addition, the mixture was stirred at 0° C. for 30 min, at room temperature for 1 hr, and at 50° C. overnight. The reaction mixture was poured into water, and the mixture was extracted with ethyl acetate. The organic layer was washed with saturated brine, and dried over magnesium sulfate. The solvent was evaporated under reduced p... Product: BrC1=CC(=C(O1)C(=O)OC)C (methyl 5-bromo-3-methylfuran-2-carboxylate). Reaction SMILES: [CH3:1][C:2]1[CH:6]=[CH:5][O:4][C:3]=1[C:7]([O:9][CH3:10])=[O:8].[Br:11]Br.O>C(Cl)(Cl)Cl>[Br:11][C:5]1[O:4][C:3]([C:7]([O:9][CH3:10])=[O:8])=[C:2]([CH3:1])[CH:6]=1. Reactants: CC1=C(OC=C1)C(=O)OC (methyl 3-methylfuran-2-carboxylate), BrBr (bromine), O (water). Solvent: C(Cl)(Cl)Cl (chloroform). Isolated yield 60.0%. Run at temperature 0 celsius, time 1 hour. Reaction SMILES: [Br:14][c:15]1[cH:16][c:17](-[c:21]2[n:22][c:23]3[c:24]([n:25]2[CH3:26])[cH:27][cH:28][cH:29][cH:30]3)[cH:18][cH:19][cH:20]1.[C:31](=[O:32])([O-:33])[O-:34].[C:90]([O-:91])(=[O:92])[CH3:93].[C:95]([O-:96])(=[O:97])[CH3:98].[CH3:83][c:84]1[cH:85][cH:86][cH:87][cH:88][cH:89]1.[Cs+:35].[Cs+:36].[F:1][CH:2]1[CH2:3][NH:4][CH2:5][CH2:6][CH:7]1[N:8]1[CH2:9][CH2:10][O:11][CH2:12][CH2:13]1.[Pd+2:94].[cH:37]1[cH:38][cH:39][c:40]([P:41]([c:42]2[cH:43][cH:44][c:45]3[c:46]([cH:47][cH:48][cH:49][cH:50]3)[c:51]2-[c:52]2[c:53]3[c:54]([cH:55][cH:56][cH:57][cH:58]3)[cH:59][cH:60][c:61]2[P:62]([c:63]2[cH:64][cH:65][cH:66][cH:67][cH:68]2)[c:69]2[cH:70][cH:71][cH:72][cH:73][cH:74]2)[c:75]2[cH:76][cH:77][cH:78][cH:79][cH:80]2)[cH:81][cH:82]1>>[F:1][CH:2]1[CH2:3][N:4]([c:15]2[cH:16][c:17](-[c:21]3[n:22][c:23]4[c:24]([n:25]3[CH3:26])[cH:27][cH:28][cH:29][cH:30]4)[cH:18][cH:19][cH:20]2)[CH2:5][CH2:6][CH:7]1[N:8]1[CH2:9][CH2:10][O:11][CH2:12][CH2:13]1. The reactants are Cn1c(-c2cccc(Br)c2)nc2ccccc21, O=C([O-])[O-], CC(=O)[O-], CC(=O)[O-], Cc1ccccc1, [Cs+], [Cs+], FC1CNCCC1N1CCOCC1, [Pd+2], c1ccc(P(c2ccccc2)c2ccc3ccccc3c2-c2c(P(c3ccccc3)c3ccccc3)ccc3ccccc23)cc1. The product is Cn1c(-c2cccc(N3CCC(N4CCOCC4)C(F)C3)c2)nc2ccccc21. The reactants are OCCC[C@H](C=1OC(=C(N1)C1=CC=CC=C1)C1=CC=CC=C1)N ((1R)-4-hydroxy-1-(4,5-diphenyloxazol-2-yl)butylamine), [Si](C1=CC=CC=C1)(C1=CC=CC=C1)(C(C)(C)C)OC1=C2CCCC(C2=CC=C1)=O (5-tert-butyldiphenylsilyloxy-1-tetralone). The reagents and catalysts are C1(=CC=C(C=C1)S(=O)(=O)O)C (p-toluenesulphonic acid). The solvent is C1(=CC=CC=C1)C (toluene). Reaction conditions: time 4 hour. The product is OCCC[C@H](C=1OC(=C(N1)C1=CC=CC=C1)C1=CC=CC=C1)N[C@@H]1CCCC2=C(C=CC=C12)O[Si](C1=CC=CC=C1)(C1=CC=CC=C1)C(C)(C)C ((1R)-1-[[(1R)-4-hydroxy-1-(4,5-diphenyloxazol-2-yl)butyl]amino]-5-tert-butyldiphenylsilyloxy-1,2,3,4-tetrahydronaphthalene). The yield is 78.3%. As a reaction SMILES: [OH:1][CH2:2][CH2:3][CH2:4][C@@H:5]([NH2:23])[C:6]1[O:7][C:8]([C:17]2[CH:22]=[CH:21][CH:20]=[CH:19][CH:18]=2)=[C:9]([C:11]2[CH:16]=[CH:15][CH:14]=[CH:13][CH:12]=2)[N:10]=1.[Si:24]([O:41][C:42]1[CH:51]=[CH:50][CH:49]=[C:48]2[C:43]=1[CH2:44][CH2:45][CH2:46][C:47]2=O)([C:37]([CH3:40])([CH3:39])[CH3:38])([C:31]1[CH:36]=[CH:35][CH:34]=[CH:33][CH:32]=1)[C:25]1[CH:30]=[CH:29][CH:28]=[CH:27][CH:26]=1>C1(C)C=CC=CC=1.C1(C)C=CC(S(O)(=O)=O)=CC=1>[OH:1][CH2:2][CH2:3][CH2:4][C@@H:5]([NH:23][C@H:47]1[C:48]2[C:43](=[C:42]([O:41][Si:24]([C:37]([CH3:40])([CH3:39])[CH3:38])([C:31]3[CH:36]=[CH:35][CH:34]=[CH:33][CH:32]=3)[C:25]3[CH:26]=[CH:27][CH:28]=[CH:29][CH:30]=3)[CH:51]=[CH:50][CH:49]=2)[CH2:44][CH2:45][CH2:46]1)[C:6]1[O:7][C:8]([C:17]2[CH:18]=[CH:19][CH:20]=[CH:21][CH:22]=2)=[C:9]([C:11]2[CH:16]=[CH:15][CH:14]=[CH:13][CH:12]=2)[N:10]=1. Procedure details: The mixture of (1R)-4-hydroxy-1-(4,5-diphenyloxazol-2-yl)butylamine (5.8 g), 5-tert-butyldiphenylsilyloxy-1-tetralone (11 g) and p-toluenesulphonic acid (32 mg) in toluene (150 ml) was heated under reflux in Dean-Stark apparatus for 48 hours. After the solvent was removed in vacuo, the residue was dissolved in a mixture of methanol (50 ml) and THF (200 ml) and NaBH4(0.4 g) was added to the solution at −78° C. After being stirred for 4 hours at the same temperature, the solution was allowed to st... The reactants are COC(=O)c1cc(C)c(C)cc1C=O, CCO, Nc1cccc(F)c1. Product: COC(=O)c1cc(C)c(C)cc1C=Nc1cccc(F)c1. Reaction SMILES: [CH3:1][c:2]1[cH:3][c:4]([CH:13]=[O:14])[c:5]([C:6](=[O:7])[O:8][CH3:9])[cH:10][c:11]1[CH3:12].[CH3:23][CH2:24][OH:25].[NH2:15][c:16]1[cH:17][cH:18][cH:19][c:20]([F:21])[cH:22]1>>[CH3:1][c:2]1[cH:3][c:4]([CH:13]=[N:15][c:16]2[cH:17][cH:18][cH:19][c:20]([F:21])[cH:22]2)[c:5]([C:6](=[O:7])[O:8][CH3:9])[cH:10][c:11]1[CH3:12]. Reactants: FC=1C=C(C(=O)O)C=CC1C1=CN(C2=CC=C(C=C12)C=1OC(=NN1)NC(C)C)S(=O)(=O)C1=CC=C(C)C=C1 (3-fluoro-4-(5-(5-(isopropylamino)-1,3,4-oxadiazol-2-yl)-1-tosyl-1H-indol-3-yl)benzoic acid), CCN=C=NCCCN(C)C.Cl (EDC HCl), N (NH3), C=1C=CC2=C(C1)N=NN2O (HOBt). Run in CN(C)C=O (DMF). Run at time 1 hour. Yields the product FC=1C=C(C(=O)N)C=CC1C1=CN(C2=CC=C(C=C12)C=1OC(=NN1)NC(C)C)S(=O)(=O)C1=CC=C(C)C=C1 (3-fluoro-4-(5-(5-(isopropylamino)-1,3,4-oxadiazol-2-yl)-1-tosyl-1H-indol-3-yl)benzamide). Yield: 50.1%. As a reaction SMILES: [F:1][C:2]1[CH:3]=[C:4]([CH:8]=[CH:9][C:10]=1[C:11]1[C:19]2[C:14](=[CH:15][CH:16]=[C:17]([C:20]3[O:21][C:22]([NH:25][CH:26]([CH3:28])[CH3:27])=[N:23][N:24]=3)[CH:18]=2)[N:13]([S:29]([C:32]2[CH:38]=[CH:37][C:35]([CH3:36])=[CH:34][CH:33]=2)(=[O:31])=[O:30])[CH:12]=1)[C:5](O)=[O:6].CC[N:41]=C=NCCCN(C)C.Cl.C1C=CC2N(O)N=NC=2C=1.N>CN(C=O)C>[F:1][C:2]1[CH:3]=[C:4]([CH:8]=[CH:9][C:10]=1[C:11]1[C:19]2[C:14](=[CH:15][CH:16]=[C:17]([C:20]3[O:21][C:22]([NH:25][CH:26]([CH3:27])[CH3:28])=[N:23][N:24]=3)[CH:18]=2)[N:13]([S:29]([C:32]2[CH:33]=[CH:34][C:35]([CH3:36])=[CH:37][CH:38]=2)(=[O:30])=[O:31])[CH:12]=1)[C:5]([NH2:41])=[O:6] |f:1.2|. Procedure details: To a solution of 3-fluoro-4-(5-(5-(isopropylamino)-1,3,4-oxadiazol-2-yl)-1-tosyl-1H-indol-3-yl)benzoic acid (500 mg, 0.936 mmol) in DMF (10 mL) was added EDC HCl (269 mg, 1.40 mmol) followed by HOBt and NH3 (284 mg, 1.87 mmol). The reaction was stirred at RT for 1 h, then quenched with ice cold water (20 mL) to get a precipitate. The precipitate was filtered, washed with water (2×100 mL) and dried to give the crude product (250 mg). MS (ESI, pos. ion) m/z: 534.1 (M+1). Reaction SMILES: [C:31]([O:32][CH2:33][CH3:34])(=[O:35])[CH3:36].[CH3:1][c:2]1[cH:3][cH:4][c:5]([CH2:8][S:9][c:10]2[n:11][c:12]3[c:13]([nH:14]2)[cH:15][s:16][cH:17]3)[n:6][cH:7]1.[CH3:44][CH2:45][O:46][C:47](=[O:48])[CH3:49].[Cl:18][C:19](=[O:20])[O:21][c:22]1[cH:23][cH:24][c:25]([N+:28](=[O:29])[O-:30])[cH:26][cH:27]1.[c:37]1([CH3:38])[cH:39][cH:40][cH:41][cH:42][cH:43]1>>[CH3:1][c:2]1[cH:3][cH:4][c:5]([CH2:8][S:9][c:10]2[n:11]([C:19](=[O:20])[O:21][c:22]3[cH:23][cH:24][c:25]([N+:28](=[O:29])[O-:30])[cH:26][cH:27]3)[c:12]3[c:13]([n:14]2)[cH:15][s:16][cH:17]3)[n:6][cH:7]1. Reactants: CCOC(C)=O, Cc1ccc(CSc2nc3cscc3[nH]2)nc1, CCOC(C)=O, O=C(Cl)Oc1ccc([N+](=O)[O-])cc1, Cc1ccccc1. Yields the product Cc1ccc(CSc2nc3cscc3n2C(=O)Oc2ccc([N+](=O)[O-])cc2)nc1.